From a dataset of the Open Reaction Database (ORD), a public repository of structured organic reaction records. describe an organic reaction: reactants, conditions, products, and yield Reactants: C1COCCO1, O=C(Cl)C(Cl)(Cl)Cl, Fc1ccc2cc[nH]c2c1, O, c1ccncc1. Product: O=C(c1c[nH]c2cc(F)ccc12)C(Cl)(Cl)Cl. As a reaction SMILES: [CH2:25]1[O:26][CH2:27][CH2:28][O:29][CH2:30]1.[Cl:11][C:12]([C:13](=[O:14])[Cl:15])([Cl:16])[Cl:17].[F:1][c:2]1[cH:3][cH:4][c:5]2[cH:6][cH:7][nH:8][c:9]2[cH:10]1.[OH2:24].[cH:18]1[cH:19][cH:20][n:21][cH:22][cH:23]1>>[F:1][c:2]1[cH:3][cH:4][c:5]2[c:6]([C:13]([C:12]([Cl:11])([Cl:16])[Cl:17])=[O:14])[cH:7][nH:8][c:9]2[cH:10]1. Starting materials: B, C1CCOC1, COC1COC(c2ccccc2)OC1. Yields the product COC(CO)COCc1ccccc1. Reaction SMILES: [BH3:15].[O:16]1[CH2:17][CH2:18][CH2:19][CH2:20]1.[c:1]1([CH:7]2[O:8][CH2:9][CH:10]([O:13][CH3:14])[CH2:11][O:12]2)[cH:2][cH:3][cH:4][cH:5][cH:6]1>>[c:1]1([CH2:7][O:8][CH2:9][CH:10]([CH2:11][OH:12])[O:13][CH3:14])[cH:2][cH:3][cH:4][cH:5][cH:6]1. Reactants: BrC1=CC=C(C=C1)C1=C(C=C2C(=N1)N(C(=N2)O[C@@H]2CO[C@H]1[C@@H]2OC[C@H]1O)COCC[Si](C)(C)C)Cl ((3R,3aR,6R,6aR)-6-(5-(4-bromophenyl)-6-chloro-3-((2-(trimethylsilyl)ethoxy)methyl)-3H-imidazo[4,5-b]pyridin-2-yloxy)hexahydrofuro[3,2-b]furan-3-ol), N1CCC(CC1)NC(OC(C)C)=O (isopropyl piperidin-4-ylcarbamate), Intermediate 23. The product is ClC=1C=C2C(=NC1C1=CC=C(C=C1)N1CCC(CC1)NC(OC(C)C)=O)N(C(=N2)O[C@H]2[C@@H]1[C@H](OC2)[C@@H](CO1)O)COCC[Si](C)(C)C (Isopropyl 1-(4-(6-chloro-2-((3R,3aR,6R,6aR)-6-hydroxyhexahydrofuro[3,2-b]furan-3-yloxy)-3-((2-(trimethylsilyl)ethoxy)methyl)-3H-imidazo[4,5-b]pyridin-5-yl)phenyl)piperidin-4-ylcarbamate). As a reaction SMILES: Br[C:2]1[CH:7]=[CH:6][C:5]([C:8]2[N:13]=[C:12]3[N:14]([CH2:27][O:28][CH2:29][CH2:30][Si:31]([CH3:34])([CH3:33])[CH3:32])[C:15]([O:17][C@H:18]4[C@H:22]5[O:23][CH2:24][C@@H:25]([OH:26])[C@H:21]5[O:20][CH2:19]4)=[N:16][C:11]3=[CH:10][C:9]=2[Cl:35])=[CH:4][CH:3]=1.[NH:36]1[CH2:41][CH2:40][CH:39]([NH:42][C:43](=[O:48])[O:44][CH:45]([CH3:47])[CH3:46])[CH2:38][CH2:37]1>>[Cl:35][C:9]1[CH:10]=[C:11]2[N:16]=[C:15]([O:17][C@@H:18]3[CH2:19][O:20][C@@H:21]4[C@H:25]([OH:26])[CH2:24][O:23][C@H:22]34)[N:14]([CH2:27][O:28][CH2:29][CH2:30][Si:31]([CH3:34])([CH3:33])[CH3:32])[C:12]2=[N:13][C:8]=1[C:5]1[CH:6]=[CH:7][C:2]([N:36]2[CH2:37][CH2:38][CH:39]([NH:42][C:43](=[O:48])[O:44][CH:45]([CH3:46])[CH3:47])[CH2:40][CH2:41]2)=[CH:3][CH:4]=1. Reported procedure: The title compound is prepared from (3R,3aR,6R,6aR)-6-(5-(4-bromophenyl)-6-chloro-3-((2-(trimethylsilyl)ethoxy)methyl)-3H-imidazo[4,5-b]pyridin-2-yloxy)hexahydrofuro[3,2-b]furan-3-ol and isopropyl piperidin-4-ylcarbamate following a procedure analogous to that described for Intermediate 23. LC (method 1): tR=1.04 min; Mass spectrum (ESI+): m/z=688 [M+H]+. Reactants: I.COC1=CC=C(C=C1)C1=C(C=CC=C1)NC(SC)=N (1-(4'-methoxy-2-biphenylyl)-2-methyl-2-thiopseudourea hydroiodide), [OH-].[Na+] (sodium hydroxide). The solvent is ClCCl (dichloromethane). Product: COC1=CC=C(C=C1)C1=C(C=CC=C1)NC(SC)=N (1-(4'-methoxy-2-biphenylyl)-2-methyl-2-thiopseudourea). As a reaction SMILES: I.[CH3:2][O:3][C:4]1[CH:9]=[CH:8][C:7]([C:10]2[CH:15]=[CH:14][CH:13]=[CH:12][C:11]=2[NH:16][C:17](=[NH:20])[S:18][CH3:19])=[CH:6][CH:5]=1.[OH-].[Na+]>ClCCl>[CH3:2][O:3][C:4]1[CH:5]=[CH:6][C:7]([C:10]2[CH:15]=[CH:14][CH:13]=[CH:12][C:11]=2[NH:16][C:17](=[NH:20])[S:18][CH3:19])=[CH:8][CH:9]=1 |f:0.1,2.3|. Procedure details: Reaction of N-(4'-methoxy-2-biphenylyl)thiourea (14.7 g) with methyliodide (9.3 g) in methanol (60 ml) at gentle reflux on a hot water bath for 3 hours gave 1-(4'-methoxy-2-biphenylyl)-2-methyl-2-thiopseudourea hydroiodide as a semisolid. Reaction of the above hydroiodide (8 g) in dichloromethane (100 ml) with 10% aqueous sodium hydroxide solution (25 ml) at 0° C. gave 1-(4'-methoxy-2-biphenylyl)-2-methyl-2-thiopseudourea as a pale yellow solid (m.p. 94°-96° C.). As a reaction SMILES: [NH2:1][C:2]1[CH:7]=[CH:6][C:5]([Cl:8])=[CH:4][C:3]=1[C:9]([C:11]1[CH:16]=[CH:15][CH:14]=[CH:13][CH:12]=1)=[O:10].[F:17][C:18]1[CH:19]=[C:20]([S:24](Cl)(=[O:26])=[O:25])[CH:21]=[CH:22][CH:23]=1>>[C:9]([C:3]1[CH:4]=[C:5]([Cl:8])[CH:6]=[CH:7][C:2]=1[NH:1][S:24]([C:20]1[CH:21]=[CH:22][CH:23]=[C:18]([F:17])[CH:19]=1)(=[O:26])=[O:25])(=[O:10])[C:11]1[CH:12]=[CH:13][CH:14]=[CH:15][CH:16]=1. Reactants: N-Aryl-benzenesulfonamides, NC1=C(C=C(C=C1)Cl)C(=O)C1=CC=CC=C1 ((2-amino-5-chloro-phenyl)-phenyl-methanone), FC=1C=C(C=CC1)S(=O)(=O)Cl (3-fluoro-benzenesulfonyl chloride). Product: C(C1=CC=CC=C1)(=O)C1=C(C=CC(=C1)Cl)NS(=O)(=O)C1=CC(=CC=C1)F (N-(2-Benzoyl-4-chloro-phenyl)-3-fluoro-benzenesulfonamide). Reported procedure: The title compound was prepared according to the general procedure for the synthesis of N-Aryl-benzenesulfonamides previously described using (2-amino-5-chloro-phenyl)-phenyl-methanone and 3-fluoro-benzenesulfonyl chloride. 1H NMR (CDCl3): δ (ppm): 7.00-7.05 (m, 1H), 7.35 (m, 1H), 7.37 (m, 1H), 7.39-7.44 (m, 4H), 7.37-7.43 (m, 4H), 7.45-7.46 (m, 1H), 7.49-7.50 (m, 1H), 7.51-7.52 (m, 2H), 7.58-7.62 (m, 1H), 9.80 (s, 1H). MS: m/z 390.0 (M++1). Starting materials: BrC1=CC=C(C=C1)C1=C(C(=NO1)C)C=O (5-(4-Bromo-phenyl)-3-methyl-isoxazole-4-carbaldehyde), CC(C)([O-])C.[K+] (Potassium tert-butoxide). Reagents/catalysts: [Br-].C[P+](C1=CC=CC=C1)(C1=CC=CC=C1)C1=CC=CC=C1 (methyltriphenylphosphonium bromide). Solvent: C1CCOC1 (THF), C1CCOC1 (THF). Reaction conditions: temperature 0 celsius, time 30 minute. Yields the product BrC1=CC=C(C=C1)C1=C(C(=NO1)C)C=C (5-(4-Bromo-phenyl)-3-methyl-4-vinyl-isoxazole). As a reaction SMILES: [CH3:1]C(C)([O-])C.[K+].[Br:7][C:8]1[CH:13]=[CH:12][C:11]([C:14]2[O:18][N:17]=[C:16]([CH3:19])[C:15]=2[CH:20]=O)=[CH:10][CH:9]=1>[Br-].C[P+](C1C=CC=CC=1)(C1C=CC=CC=1)C1C=CC=CC=1.C1COCC1>[Br:7][C:8]1[CH:13]=[CH:12][C:11]([C:14]2[O:18][N:17]=[C:16]([CH3:19])[C:15]=2[CH:20]=[CH2:1])=[CH:10][CH:9]=1 |f:0.1,3.4|. Procedure details: Potassium tert-butoxide (1.0M in THF, 13.53 mL, 13.53 mmol) was added to a suspension of methyltriphenylphosphonium bromide (4.8 g, 13.53 mmol) in THF (40 mL) at 0° C. 5-(4-Bromo-phenyl)-3-methyl-isoxazole-4-carbaldehyde (1.8 g, 6.76 mmol) in THF (40 mL) was then added and the reaction stirred at 0° C. for 30 minutes. The reaction was then submitted to standard aqueous workup and purified on silica gel to afford the title compound. Reactants: CC(C)O[Si](C)(C)CC(O)c1cc2[nH]cnc2c(F)c1Nc1ccc(Br)cc1Cl, [F-], [K+], O, OO. Yields the product OCC(O)c1cc2[nH]cnc2c(F)c1Nc1ccc(Br)cc1Cl. Reaction SMILES: [Br:1][c:2]1[cH:3][c:4]([Cl:29])[c:5]([NH:8][c:9]2[c:10]([CH:19]([CH2:20][Si:21]([O:22][CH:23]([CH3:24])[CH3:25])([CH3:26])[CH3:27])[OH:28])[cH:11][c:12]3[c:13]([n:14][cH:15][nH:16]3)[c:17]2[F:18])[cH:6][cH:7]1.[F-:30].[K+:31].[OH2:34].[OH:32][OH:33]>>[Br:1][c:2]1[cH:3][c:4]([Cl:29])[c:5]([NH:8][c:9]2[c:10]([CH:19]([CH2:20][OH:32])[OH:28])[cH:11][c:12]3[c:13]([n:14][cH:15][nH:16]3)[c:17]2[F:18])[cH:6][cH:7]1. Starting materials: aqueous solution, [OH-].[Na+] (sodium hydroxide), C(C)(=O)OC1=C(C(=O)NC2=C(C(=O)OC)C=CC(=C2)C2=CC=CC=C2)C=C(C=C1)OCC (methyl 2-(2-acetoxy-5-ethoxybenzamido)-4-phenylbenzoate), Cl (hydrochloric acid). Run in CO (Methanol). Reaction conditions: time 30 minute. The product is C(C)OC=1C=CC(=C(C(=O)NC2=C(C(=O)O)C=CC(=C2)C2=CC=CC=C2)C1)O (2-(5-ethoxy-2-hydroxybenzamido)-4-phenylbenzoic acid). Yield: 77.0%. RXN SMILES: [OH-].[Na+].C([O:6][C:7]1[CH:31]=[CH:30][C:29]([O:32][CH2:33][CH3:34])=[CH:28][C:8]=1[C:9]([NH:11][C:12]1[CH:21]=[C:20]([C:22]2[CH:27]=[CH:26][CH:25]=[CH:24][CH:23]=2)[CH:19]=[CH:18][C:13]=1[C:14]([O:16]C)=[O:15])=[O:10])(=O)C.Cl>CO>[CH2:33]([O:32][C:29]1[CH:30]=[CH:31][C:7]([OH:6])=[C:8]([CH:28]=1)[C:9]([NH:11][C:12]1[CH:21]=[C:20]([C:22]2[CH:27]=[CH:26][CH:25]=[CH:24][CH:23]=2)[CH:19]=[CH:18][C:13]=1[C:14]([OH:16])=[O:15])=[O:10])[CH3:34] |f:0.1|. Reported procedure: Methanol (4 mL) and a 2 mol/L aqueous solution of sodium hydroxide (0.95 mL) were added to the obtained methyl 2-(2-acetoxy-5-ethoxybenzamido)-4-phenylbenzoate (0.082 g), followed by stirring at room temperature for 3 hours and 30 minutes and then heating to reflux for 30 minutes. The reaction mixture was cooled to room temperature and adjusted to a pH of 1.2 with 6 mol/L hydrochloric acid. The solid substance was collected by filtration to obtain 0.055 g of 2-(5-ethoxy-2-hydroxybenzamido)-4-phe... The reactants are C1CCOC1, O=C1NC(=O)c2ccccc21, CC(C)OC(=O)N=NC(=O)OC(C)C, CCOC(=O)C1(C)CCC(O)CC1, c1ccc(P(c2ccccc2)c2ccccc2)cc1. Yields the product CCOC(=O)C1(C)CCC(N2C(=O)c3ccccc3C2=O)CC1. Reaction SMILES: [CH2:58]1[O:59][CH2:60][CH2:61][CH2:62]1.[O:33]=[C:34]1[NH:35][C:36](=[O:37])[c:38]2[cH:39][cH:40][cH:41][cH:42][c:43]21.[O:44]=[C:45]([O:46][CH:47]([CH3:48])[CH3:49])[N:50]=[N:51][C:52]([O:53][CH:54]([CH3:55])[CH3:56])=[O:57].[OH:1][CH:2]1[CH2:3][CH2:4][C:5]([C:8](=[O:9])[O:10][CH2:11][CH3:12])([CH3:13])[CH2:6][CH2:7]1.[c:14]1([P:15]([c:16]2[cH:17][cH:18][cH:19][cH:20][cH:21]2)[c:22]2[cH:23][cH:24][cH:25][cH:26][cH:27]2)[cH:28][cH:29][cH:30][cH:31][cH:32]1>>[CH:2]1([N:35]2[C:34](=[O:33])[c:43]3[c:38]([cH:39][cH:40][cH:41][cH:42]3)[C:36]2=[O:37])[CH2:3][CH2:4][C:5]([C:8](=[O:9])[O:10][CH2:11][CH3:12])([CH3:13])[CH2:6][CH2:7]1.